From a dataset of the Open Reaction Database (ORD), a public repository of structured organic reaction records. describe an organic reaction: reactants, conditions, products, and yield The reactants are O (water), ice, N(=O)[O-].[Na+] (NaNO2), [N+](=O)([O-])C=1C=C(C(=O)O)C=CC1F (3-nitro-4-fluoro benzoic acid), C(=O)(C(F)(F)F)O (TFA), [N-]=[N+]=[N-].[Na+] (NaN3), ice. The reagents and catalysts are [Pd] (Pd/C). Reaction conditions: time 12 hour. Product: N(=[N+]=[N-])C=1C=C(C(=O)O)C=CC1C (3-Azido-4-methyl-benzoic acid). Reaction SMILES: [N+:1]([C:4]1[CH:5]=[C:6]([CH:10]=[CH:11][C:12]=1F)[C:7]([OH:9])=[O:8])([O-])=O.N([O-])=O.[Na+].[N-]=[N+:19]=[N-:20].[Na+].O.[C:23](O)(C(F)(F)F)=O>[Pd]>[N:1]([C:4]1[CH:5]=[C:6]([CH:10]=[CH:11][C:12]=1[CH3:23])[C:7]([OH:9])=[O:8])=[N+:19]=[N-:20] |f:1.2,3.4|. Procedure: A mixture of 1.04 g (5.62 mmol) 3-nitro-4-fluoro benzoic acid and 105 mg of Pd/C in 10 mL of TFA was stirred for 12 h under an H2 atmosphere. The mixture was then filtered through celite and the filter cake was washed with 20 mL of TFA. The pale yellow solution was then stirred under N2 at 0° C. for 10 min and 405 mg (5.87 mmol) of NaNO2 was added in small portions over 15 min. After an additional 15 min, 400 mg (6.15 mmol) of NaN3 was then added carefully in portions. Gas evolved slowly, and af...